From a dataset of the Open Reaction Database (ORD), a public repository of structured organic reaction records. describe an organic reaction: reactants, conditions, products, and yield Reactants: C(C)(=O)N1C(O[C@@H]([C@H]1CO)C1=CC=C(C=C1)S(=O)(=O)C)(C)C ((4R,5R)-3-acetyl-2,2-dimethyl-4-hydroxymethyl-5-[4-(methylsulfonyl)phenyl]-1,3-oxazolidine), C(C)(=O)N1C(O[C@@H]([C@H]1CO)C1=CC=C(C=C1)S(=O)(=O)C)(C)C ((4R,5R)-3-acetyl-2,2-dimethyl-4-hydroxymethyl-5-[4-(methylsulfonyl)phenyl]-1,3-oxazolidine), C(C)N(C(C(C(F)(F)F)F)(F)F)CC (N,N-diethyl-1,1,2,3,3,3-hexafluoro-1-propanamine). Run in C(Cl)Cl (methylene chloride). Conditions: temperature 22.5 celsius. Product: C(C)(=O)N1C(O[C@@H]([C@H]1CF)C1=CC=C(C=C1)S(=O)(=O)C)(C)C ((4S,5R)-3-acetyl-2,2-dimethyl-4-fluoromethyl-5-[4-(methylsulfonyl)phenyl]-1,3-oxazolidine). RXN SMILES: [C:1]([N:4]1[C@H:8]([CH2:9]O)[C@@H:7]([C:11]2[CH:16]=[CH:15][C:14]([S:17]([CH3:20])(=[O:19])=[O:18])=[CH:13][CH:12]=2)[O:6][C:5]1([CH3:22])[CH3:21])(=[O:3])[CH3:2].C(N(CC)C(F)(F)C(F)C(F)(F)[F:29])C>C(Cl)Cl>[C:1]([N:4]1[C@H:8]([CH2:9][F:29])[C@@H:7]([C:11]2[CH:16]=[CH:15][C:14]([S:17]([CH3:20])(=[O:19])=[O:18])=[CH:13][CH:12]=2)[O:6][C:5]1([CH3:22])[CH3:21])(=[O:3])[CH3:2]. Procedure details: (4R,5R)-3-acetyl-2,2-dimethyl-4-hydroxymethyl-5-[4-(methylsulfonyl)phenyl]-1,3-oxazolidine (Compound II) (75 g, 0.2291 moles) in methylene chloride (525 ml) reacts with N,N-diethyl-1,1,2,3,3,3-hexafluoro-1-propanamine (Ishikawa Reagent) (76.7 g, 0.3437 moles) at 95-105° C. for about 4 hours. Cooling to 20-25° C., addition to sodium hydroxide (6 g) in water (2500 mL), separation of the methylene chloride layer, distillation and replacement of methylene chloride by isopropanol (750 mL), precipitat...